This data is from the Open Reaction Database (ORD), a public repository of structured organic reaction records. The task is: describe an organic reaction: reactants, conditions, products, and yield Run in O1CCCC1 (tetrahydrofuran). Reaction SMILES: [NH2:1][C@@H:2]([CH2:4][OH:5])[CH3:3].CC(C)([O-])C.[K+].Cl[C:13]1[CH:18]=[CH:17][CH:16]=[CH:15][N:14]=1>O1CCCC1>[N:14]1[CH:15]=[CH:16][CH:17]=[CH:18][C:13]=1[NH:1][C@H:2]([CH3:3])[CH2:4][OH:5] |f:1.2|. Yields the product N1=C(C=CC=C1)N[C@@H](CO)C ((R)-N-(2-pyridyl)-2-aminopropanol). Procedure: (R)-Alaninol (107.3 g, 1.43M) was added dropwise with stirring to a solution of potassium tertiary butoxide (160 g, 1.43M) in tetrahydrofuran (1L). After the exothermic reaction had cooled to room temperature, 2-chloropyridine (162.4 g, 1.43M) was added dropwise. The reaction mixture was heated under reflux overnight, cooled, filtered and evaporated to an oil. The oil was dissolved in xylene (1,5L) and toluene-p-sulphonic acid (0.5 g) was added. The mixture was heated under reflux overnight. On ... The yield is 87.4%. Reactants: N[C@H](C)CO ((R)-Alaninol), CC(C)([O-])C.[K+] (potassium tertiary butoxide), ClC1=NC=CC=C1 (2-chloropyridine). Reactants: COC([C@@H](CN=[N+]=[N-])C)=O (3-azido-2(R)-methylpropionic acid methyl ester), Cl (hydrochloric acid). The reagents and catalysts are [Pd] (Pd/C). Run in O1CCCC1 (tetrahydrofuran). Yields the product Cl.COC([C@@H](CN)C)=O (3-Amino-2(R)-methylpropionic acid methyl ester hydrochloride). As a reaction SMILES: [CH3:1][O:2][C:3](=[O:10])[C@H:4]([CH3:9])[CH2:5][N:6]=[N+]=[N-].[ClH:11]>O1CCCC1.[Pd]>[ClH:11].[CH3:1][O:2][C:3](=[O:10])[C@H:4]([CH3:9])[CH2:5][NH2:6] |f:4.5|. Procedure details: 2.7 g of 3-azido-2(R)-methylpropionic acid methyl ester are hydrogenated in the presence of 1.4 g of 10% Pd/C in 50 ml of tetrahydrofuran for 4 hours at room temperature at pH 6.0(pH-stat; 2N hydrochloric acid), The reaction mixture is filtered and concentrated by evaporation. The title compound is obtained by crystallisation from isopropanol/diethyl ether: 1H NMR (DMSO-d6), δ (ppm)=7.95(3H, bs), 3.65(3H, s), 3.12-2.78(3H, m), 1.15 (3H, d); m.p. 122°-125° C. Reactants: CC(O)(c1ccc(Br)cc1)C(F)(F)F, O=S(=O)(c1cccs1)N1CCNC(COCc2ccccc2)C1, Cc1ccccc1, CC(C)(C)[O-], CCOC(C)=O, CC(C)Oc1cccc(OC(C)C)c1-c1ccccc1P(C1CCCCC1)C1CCCCC1, [Na+], O=C(C=Cc1ccccc1)C=Cc1ccccc1, O=C(C=Cc1ccccc1)C=Cc1ccccc1, O=C(C=Cc1ccccc1)C=Cc1ccccc1, [Pd], [Pd]. The product is CC(O)(c1ccc(N2CCN(S(=O)(=O)c3cccs3)CC2COCc2ccccc2)cc1)C(F)(F)F. RXN SMILES: [Br:24][c:25]1[cH:26][cH:27][c:28]([C:31]([C:32]([F:33])([F:34])[F:35])([CH3:36])[OH:37])[cH:29][cH:30]1.[CH2:1]([c:2]1[cH:3][cH:4][cH:5][cH:6][cH:7]1)[O:8][CH2:9][CH:10]1[CH2:11][N:12]([S:16](=[O:17])(=[O:18])[c:19]2[s:20][cH:21][cH:22][cH:23]2)[CH2:13][CH2:14][NH:15]1.[CH3:139][c:140]1[cH:141][cH:142][cH:143][cH:144][cH:145]1.[CH3:71][C:72]([CH3:73])([O-:74])[CH3:75].[CH3:77][CH2:78][O:79][C:80]([CH3:81])=[O:82].[CH:38]1([P:39]([CH:40]2[CH2:41][CH2:42][CH2:43][CH2:44][CH2:45]2)[c:46]2[cH:47][cH:48][cH:49][cH:50][c:51]2-[c:52]2[c:53]([O:54][CH:55]([CH3:56])[CH3:57])[cH:58][cH:59][cH:60][c:61]2[O:62][CH:63]([CH3:64])[CH3:65])[CH2:66][CH2:67][CH2:68][CH2:69][CH2:70]1.[Na+:76].[O:103]=[C:104]([CH:105]=[CH:106][c:107]1[cH:108][cH:109][cH:110][cH:111][cH:112]1)[CH:113]=[CH:114][c:115]1[cH:116][cH:117][cH:118][cH:119][cH:120]1.[O:121]=[C:122]([CH:123]=[CH:124][c:125]1[cH:126][cH:127][cH:128][cH:129][cH:130]1)[CH:131]=[CH:132][c:133]1[cH:134][cH:135][cH:136][cH:137][cH:138]1.[O:85]=[C:86]([CH:87]=[CH:88][c:89]1[cH:90][cH:91][cH:92][cH:93][cH:94]1)[CH:95]=[CH:96][c:97]1[cH:98][cH:99][cH:100][cH:101][cH:102]1.[Pd:83].[Pd:84]>>[CH2:1]([c:2]1[cH:3][cH:4][cH:5][cH:6][cH:7]1)[O:8][CH2:9][CH:10]1[CH2:11][N:12]([S:16](=[O:17])(=[O:18])[c:19]2[s:20][cH:21][cH:22][cH:23]2)[CH2:13][CH2:14][N:15]1[c:25]1[cH:26][cH:27][c:28]([C:31]([C:32]([F:33])([F:34])[F:35])([CH3:36])[OH:37])[cH:29][cH:30]1. The reactants are C(C)(=O)N[C@]1(CNC[C@@H]1CCCB1OC(C(O1)(C)C)(C)C)C(=O)NC(C)(C)C ((3R,4S)-3-acetamido-N-tert-butyl-4-(3-(4,4,5,5-tetramethyl-1,3,2-dioxaborolan-2-yl)propyl)pyrrolidine-3-carboxamide), N1=C(C=CC=C1)C=O (pyridine-2-carboxaldehyde), S(=O)(=O)([O-])[O-].[Na+].[Na+] (sodium sulfate), C(C)(=O)O (acetic acid), C(C)(=O)O[BH-](OC(C)=O)OC(C)=O.[Na+] (sodium triacetoxyborohydride), C([O-])([O-])=O.[Na+].[Na+] (sodium carbonate). Solvent: ClCCCl (1,2-dichloroethane). Run at temperature 40 celsius, time 3 hour. The product is N[C@]1(CN(C[C@@H]1CCCB(O)O)CC1=NC=CC=C1)C(=O)O ((3R,4S)-3-amino-4-(3-boronopropyl)-1-(pyridin-2-ylmethyl)pyrrolidine-3-carboxylic acid). Yield: 91.8%. As a reaction SMILES: C([NH:4][C@:5]1([C:22](NC(C)(C)C)=[O:23])[C@@H:9]([CH2:10][CH2:11][CH2:12][B:13]2[O:17]C(C)(C)C(C)(C)[O:14]2)[CH2:8][NH:7][CH2:6]1)(=O)C.[N:29]1[CH:34]=[CH:33][CH:32]=[CH:31][C:30]=1[CH:35]=O.S([O-])([O-])(=O)=[O:38].[Na+].[Na+].C(O)(=O)C.C(O[BH-](OC(=O)C)OC(=O)C)(=O)C.[Na+].C(=O)([O-])[O-].[Na+].[Na+]>ClCCCl>[NH2:4][C@:5]1([C:22]([OH:23])=[O:38])[C@@H:9]([CH2:10][CH2:11][CH2:12][B:13]([OH:14])[OH:17])[CH2:8][N:7]([CH2:35][C:30]2[CH:31]=[CH:32][CH:33]=[CH:34][N:29]=2)[CH2:6]1 |f:2.3.4,6.7,8.9.10|. Procedure: A stirred solution of (3R,4S)-3-acetamido-N-tert-butyl-4-(3-(4,4,5,5-tetramethyl-1,3,2-dioxaborolan-2-yl)propyl)pyrrolidine-3-carboxamide (Example 8, step 4) (198 mg, 0.5 mmol) and pyridine-2-carboxaldehyde (0.199 g, 1.0 mmol) in anhydrous 1,2-dichloroethane (5 mL) was treated with anhydrous sodium sulfate (1 g) and glacial acetic acid (30 mg, 0.5 mmol), stirred at 40° C. for 3 h, then cooled to room temperature and treated with sodium triacetoxyborohydride (276 mg, 1.3 mmol) and stirred for 18 ... Starting materials: [Al+3], CCCC=CCC=CC=CC(=O)[O-], [CH2]C, [H-], [H-], [H-], [H-], [Li+], O. The product is CCCC=CCC=CC=CCO. As a reaction SMILES: [Al+3:17].[C:3]([CH:4]=[CH:5][CH:6]=[CH:7][CH2:8][CH:9]=[CH:10][CH2:11][CH2:12][CH3:13])(=[O:14])[O-:15].[CH2:1][CH3:2].[H-:16].[H-:19].[H-:20].[H-:21].[Li+:18].[OH2:22]>>[CH2:3]([CH:4]=[CH:5][CH:6]=[CH:7][CH2:8][CH:9]=[CH:10][CH2:11][CH2:12][CH3:13])[OH:14]. Starting materials: O=C(Cl)Oc1ccccc1, ClCCl, CN1CCC(Cl)CC1. The product is O=C(Oc1ccccc1)N1CCC(Cl)CC1. As a reaction SMILES: [C:1]([O:2][c:3]1[cH:4][cH:5][cH:6][cH:7][cH:8]1)(=[O:9])[Cl:10].[CH2:19]([Cl:20])[Cl:21].[Cl:11][CH:12]1[CH2:13][CH2:14][N:15]([CH3:18])[CH2:16][CH2:17]1>>[C:1]([O:2][c:3]1[cH:4][cH:5][cH:6][cH:7][cH:8]1)(=[O:9])[N:15]1[CH2:14][CH2:13][CH:12]([Cl:11])[CH2:17][CH2:16]1. Starting materials: ClCc1ccc(OCc2ccccc2)cc1, CN(C)C=O, [H-], [Na+], Nc1ccc(-c2cn[nH]c2)c(N)n1. Product: Nc1ccc(-c2cnn(Cc3ccc(OCc4ccccc4)cc3)c2)c(N)n1. Reaction SMILES: [CH2:16]([c:17]1[cH:18][cH:19][cH:20][cH:21][cH:22]1)[O:23][c:24]1[cH:25][cH:26][c:27]([CH2:28][Cl:29])[cH:30][cH:31]1.[CH3:32][N:33]([CH3:34])[CH:35]=[O:36].[H-:14].[Na+:15].[nH:1]1[n:2][cH:3][c:4](-[c:6]2[c:7]([NH2:13])[n:8][c:9]([NH2:12])[cH:10][cH:11]2)[cH:5]1>>[n:1]1([CH2:28][c:27]2[cH:26][cH:25][c:24]([O:23][CH2:16][c:17]3[cH:18][cH:19][cH:20][cH:21][cH:22]3)[cH:31][cH:30]2)[n:2][cH:3][c:4](-[c:6]2[c:7]([NH2:13])[n:8][c:9]([NH2:12])[cH:10][cH:11]2)[cH:5]1. Starting materials: [H-].[Na+] (NaH), C(C)(C)(C)OC(N[C@H]1CN(CC1)C1=NC=C(C=C1)N1C(C2=C(CC1)C=C(S2)C2=CC=C(C=C2)Cl)=O)=O (((R)-1-{5-[2-(4-chloro-phenyl)-7-oxo-4,7-dihydro-5H-thieno[2,3-c]pyridin-6-yl]-pyridin-2-yl}-pyrrolidin-3-yl)-carbamic acid tert-butyl ester), IC (iodomethane). The solvent is CN(C)C=O (DMF). Run at time 1 hour. Product: ClC1=CC=C(C=C1)C1=CC2=C(C(N(CC2)C=2C=NC(=CC2)N2C[C@@H](CC2)NC)=O)S1 (2-(4-chloro-phenyl)-6-[6-((R)-3-methylamino-pyrrolidin-1-yl)-pyridin-3-yl]-5,6-dihydro-4H-thieno[2,3-c]pyridin-7-one). The yield is 72.2%. RXN SMILES: C(O[C:6](=O)[NH:7][C@@H:8]1[CH2:12][CH2:11][N:10]([C:13]2[CH:18]=[CH:17][C:16]([N:19]3[CH2:24][CH2:23][C:22]4[CH:25]=[C:26]([C:28]5[CH:33]=[CH:32][C:31]([Cl:34])=[CH:30][CH:29]=5)[S:27][C:21]=4[C:20]3=[O:35])=[CH:15][N:14]=2)[CH2:9]1)(C)(C)C.[H-].[Na+].IC>CN(C=O)C>[Cl:34][C:31]1[CH:32]=[CH:33][C:28]([C:26]2[S:27][C:21]3[C:20](=[O:35])[N:19]([C:16]4[CH:15]=[N:14][C:13]([N:10]5[CH2:11][CH2:12][C@@H:8]([NH:7][CH3:6])[CH2:9]5)=[CH:18][CH:17]=4)[CH2:24][CH2:23][C:22]=3[CH:25]=2)=[CH:29][CH:30]=1 |f:1.2|. Procedure: Dissolve ((R)-1-{5-[2-(4-chloro-phenyl)-7-oxo-4,7-dihydro-5H-thieno[2,3-c]pyridin-6-yl]-pyridin-2-yl}-pyrrolidin-3-yl)-carbamic acid tert-butyl ester (0.367 g, 0.70 mmol) in DMF (10 mL). Treat the mixture with 60% NaH (33.7 mg, 0.84 mmol). Stir the resulting suspension at room temperature for 1 h. Add iodomethane (66 μL, 1.05 mmol) and stir at room temperature for 3 h. Quench the mixture with water (35 mL) and extract with EtOAc (3×40 mL). Wash the combined organic layers with water (3×30 mL), d... Reactants: N1CC(C1)N1CCOCC1 (4-azetidin-3-ylmorpholine), C1(CC1)C1=NC2=C(N1C1=NC(=C3N=C(N(C3=N1)C)C(=O)O)N1CCOCC1)C=CC=C2 (2-(2-cyclopropylbenzoimidazol-1-yl)-9-methyl-6-morpholin-4-yl-9H-purine-8-carboxylic acid), [I-].ClC1=[N+](C=CC=C1)C (2-chloro-1-methylpyridinium iodide), CCN(C(C)C)C(C)C (DIPEA). Run in CN(C)C=O (DMF). Run at time 18 hour. Yields the product C1(CC1)C1=NC2=C(N1C1=NC(=C3N=C(N(C3=N1)C)C(=O)N1CC(C1)N1CCOCC1)N1CCOCC1)C=CC=C2 ((2-(2-cyclopropyl-1H-benzo[d]imidazol-1-yl)-9-methyl-6-morpholino-9H-purin-8-yl)(3-morpholinoazetidin-1-yl)methanone). Isolated yield 44.8%. RXN SMILES: [CH:1]1([C:4]2[N:8]([C:9]3[N:17]=[C:16]4[C:12]([N:13]=[C:14]([C:19]([OH:21])=O)[N:15]4[CH3:18])=[C:11]([N:22]4[CH2:27][CH2:26][O:25][CH2:24][CH2:23]4)[N:10]=3)[C:7]3[CH:28]=[CH:29][CH:30]=[CH:31][C:6]=3[N:5]=2)[CH2:3][CH2:2]1.[I-].ClC1C=CC=C[N+]=1C.CCN(C(C)C)C(C)C.[NH:50]1[CH2:53][CH:52]([N:54]2[CH2:59][CH2:58][O:57][CH2:56][CH2:55]2)[CH2:51]1>CN(C=O)C>[CH:1]1([C:4]2[N:8]([C:9]3[N:17]=[C:16]4[C:12]([N:13]=[C:14]([C:19]([N:50]5[CH2:53][CH:52]([N:54]6[CH2:59][CH2:58][O:57][CH2:56][CH2:55]6)[CH2:51]5)=[O:21])[N:15]4[CH3:18])=[C:11]([N:22]4[CH2:27][CH2:26][O:25][CH2:24][CH2:23]4)[N:10]=3)[C:7]3[CH:28]=[CH:29][CH:30]=[CH:31][C:6]=3[N:5]=2)[CH2:3][CH2:2]1 |f:1.2|. Procedure details: To a mixture of 2-(2-cyclopropylbenzoimidazol-1-yl)-9-methyl-6-morpholin-4-yl-9H-purine-8-carboxylic acid (500 mg, 1.19 mmol), 2-chloro-1-methylpyridinium iodide (729 mg, 2.86 mmol) and DIPEA (500 μL, 2.87 mmol) in DMF (10 mL) was added 4-azetidin-3-ylmorpholine (288 mg, 2.0 mmol) and the resulting mixture allowed to stir at r.t for 18 h. The reaction mixture was concentrated in vacuo and the resulting residue dissolved in EtOAc which was washed with H2O and brine, then dried (MgSO4) and concent... Solvent: O (water), O (water), CCO (EtOH). Procedure: 19.4 mL (0.23 mmol) concentrated HCl and a solution of 16.1 g (0.23 mmol) sodium nitrite in water (approx. 70 mL) were added to a solution of 30 g (222 mmol) 2-ethyl-6-methyl-aniline in 135 mL EtOH at 0° C. and the mixture was stirred for 15 min. This mixture was added at 45° C. to a solution of 10.5 mL concentrated H2SO4 in 300 mL water and at the end of the addition heated to 70° C. The aqueous phase was cooled to RT and exhaustively extracted with EtOAc. The combined organic phases were extra... As a reaction SMILES: Cl.N([O-])=O.[Na+].[CH2:6]([C:8]1[CH:14]=[CH:13][CH:12]=[C:11]([CH3:15])[C:9]=1N)[CH3:7].[OH:16]S(O)(=O)=O>O.CCO>[CH2:6]([C:8]1[CH:14]=[CH:13][CH:12]=[C:11]([CH3:15])[C:9]=1[OH:16])[CH3:7] |f:1.2|. Starting materials: OS(=O)(=O)O (H2SO4), Cl (HCl), N(=O)[O-].[Na+] (sodium nitrite), C(C)C1=C(N)C(=CC=C1)C (2-ethyl-6-methyl-aniline). Yields the product C(C)C1=C(C(=CC=C1)C)O (2-ethyl-6-methyl-phenol). Reaction conditions: temperature 70 celsius, time 15 minute.